describe an organic reaction: reactants, conditions, products, and yield From a dataset of the Open Reaction Database (ORD), a public repository of structured organic reaction records. Reactants: C[C@@H]1N[C@@H](CNC1)C (cis-2,6-dimethylpiperazine), C=1C=CC2=C(C1)C(OS2(=O)=O)(C=3C=C(C(=C(C3)Br)O)Br)C=4C=C(C(=C(C4)Br)O)Br (bromphenol blue), ClC(=O)OCC (ethyl chloroformate), [OH-].[Na+] (sodium hydroxide), N1CCNCC1 (piperazine), C=1C=CC2=C(C1)C(OS2(=O)=O)(C=3C=C(C(=C(C3)Br)O)Br)C=4C=C(C(=C(C4)Br)O)Br (bromphenol blue), Cl (hydrochloric acid), [OH-].[Na+] (sodium hydroxide). The solvent is O (water), O (water). Product: C(C)OC(=O)N1C[C@H](N[C@H](C1)C)C (1-ethoxycarbonyl-cis-3,5-dimethylpiperazine). Reaction SMILES: [CH3:1][C@H:2]1[CH2:7][NH:6][CH2:5][C@@H:4]([CH3:8])[NH:3]1.C1C=CC2S(=O)(=O)OC(C3C=C(Br)C(O)=C(Br)C=3)(C3C=C(Br)C(O)=C(Br)C=3)C=2C=1.Cl.Cl[C:40]([O:42][CH2:43][CH3:44])=[O:41].[OH-].[Na+].N1CCNCC1>O>[CH2:43]([O:42][C:40]([N:6]1[CH2:5][C@H:4]([CH3:8])[NH:3][C@H:2]([CH3:1])[CH2:7]1)=[O:41])[CH3:44] |f:4.5|. Procedure: To a solution of 50 grams of cis-2,6-dimethylpiperazine in 130 ml. of water and containing bromphenol blue as indicator is added, with stirring and cooling, a solution of 100 ml. of concentrated hydrochloric acid in 500 ml. of water until the bromphenol blue just turns yellow. Then, 47.7 grams of ethyl chloroformate is introduced in 5 ml. portions of rapid, dropwise addition with stirring. After each 5 ml. addition, aqueous 25% sodium hydroxide solution is added dropwise until the indicator turn... The reactants are Cl.ClC1=C(C(C2=C(C=CC=C2)Cl)OC2CNC2)C=CC=C1 (3-(2,2′-dichlorobenzhydryloxy)azetidine hydrochloride), [N-]=C=O (isocyanate), ClC1=C(C(C2=C(C=CC=C2)Cl)OC2CN(C2)C(=O)NC(C)(C)C)C=CC=C1 (3-(2,2′-dichlorobenzhydryloxy)-N-(tert-butyl)azetidine-1-carboxamide). Yields the product ClC1=C(C(C2=C(C=CC=C2)Cl)OC2CN(C2)C(=O)NCCC)C=CC=C1 (3-(2,2′-dichlorobenzhydryloxy)-N-(n-propyl)azetidine-1-carboxamide). As a reaction SMILES: Cl.[Cl:2][C:3]1[CH:21]=[CH:20][CH:19]=[CH:18][C:4]=1[CH:5]([O:13][CH:14]1[CH2:17][NH:16][CH2:15]1)[C:6]1[CH:11]=[CH:10][CH:9]=[CH:8][C:7]=1[Cl:12].[N-]=C=O.ClC1C=CC=CC=1C(O[CH:37]1[CH2:40][N:39]([C:41](NC(C)(C)C)=[O:42])[CH2:38]1)C1C=CC=CC=1Cl>>[Cl:12][C:7]1[CH:8]=[CH:9][CH:10]=[CH:11][C:6]=1[CH:5]([O:13][CH:14]1[CH2:17][N:16]([C:41]([NH:39][CH2:38][CH2:37][CH3:40])=[O:42])[CH2:15]1)[C:4]1[CH:18]=[CH:19][CH:20]=[CH:21][C:3]=1[Cl:2] |f:0.1|. Procedure details: This material was prepared from 3-(2,2′-dichlorobenzhydryloxy)azetidine hydrochloride (68) and the corresponding commercially available isocyanate using the procedure described for compound (69).